From a dataset of the Open Reaction Database (ORD), a public repository of structured organic reaction records. describe an organic reaction: reactants, conditions, products, and yield The reactants are COCCCO, Nc1cc(F)c(F)cc1[N+](=O)[O-], [H-], [Na+], C1CCOC1, O. Yields the product COCCCOc1cc(N)c([N+](=O)[O-])cc1F. RXN SMILES: [CH3:1][O:2][CH2:3][CH2:4][CH2:5][OH:6].[F:9][c:10]1[cH:11][c:12]([N+:18](=[O:19])[O-:20])[c:13]([NH2:14])[cH:15][c:16]1[F:17].[H-:7].[Na+:8].[O:22]1[CH2:23][CH2:24][CH2:25][CH2:26]1.[OH2:21]>>[CH3:1][O:2][CH2:3][CH2:4][CH2:5][O:6][c:16]1[c:10]([F:9])[cH:11][c:12]([N+:18](=[O:19])[O-:20])[c:13]([NH2:14])[cH:15]1. The reactants are N#Cc1ccccc1B(O)O, O=C([O-])[O-], CCOCC, Clc1ccnc(Cl)c1, Cl, [K+], [K+], C1CCOC1, O, [Pd], c1ccc(P(c2ccccc2)c2ccccc2)cc1, c1ccc(P(c2ccccc2)c2ccccc2)cc1, c1ccc(P(c2ccccc2)c2ccccc2)cc1, c1ccc(P(c2ccccc2)c2ccccc2)cc1. The product is N#Cc1ccccc1-c1cc(Cl)ccn1. Reaction SMILES: [C:10](#[N:11])[c:12]1[c:13]([B:18]([OH:19])[OH:20])[cH:14][cH:15][cH:16][cH:17]1.[C:21](=[O:22])([O-:23])[O-:24].[CH3:27][CH2:28][O:29][CH2:30][CH3:31].[Cl:2][c:3]1[n:4][cH:5][cH:6][c:7]([Cl:9])[cH:8]1.[ClH:1].[K+:25].[K+:26].[O:32]1[CH2:33][CH2:34][CH2:35][CH2:36]1.[OH2:37].[Pd:38].[c:39]1([P:40]([c:41]2[cH:42][cH:43][cH:44][cH:45][cH:46]2)[c:47]2[cH:48][cH:49][cH:50][cH:51][cH:52]2)[cH:53][cH:54][cH:55][cH:56][cH:57]1.[c:58]1([P:59]([c:60]2[cH:61][cH:62][cH:63][cH:64][cH:65]2)[c:66]2[cH:67][cH:68][cH:69][cH:70][cH:71]2)[cH:72][cH:73][cH:74][cH:75][cH:76]1.[c:77]1([P:78]([c:79]2[cH:80][cH:81][cH:82][cH:83][cH:84]2)[c:85]2[cH:86][cH:87][cH:88][cH:89][cH:90]2)[cH:91][cH:92][cH:93][cH:94][cH:95]1.[c:96]1([P:97]([c:98]2[cH:99][cH:100][cH:101][cH:102][cH:103]2)[c:104]2[cH:105][cH:106][cH:107][cH:108][cH:109]2)[cH:110][cH:111][cH:112][cH:113][cH:114]1>>[c:3]1(-[c:13]2[c:12]([C:10]#[N:11])[cH:17][cH:16][cH:15][cH:14]2)[n:4][cH:5][cH:6][c:7]([Cl:9])[cH:8]1.